From a dataset of the Open Reaction Database (ORD), a public repository of structured organic reaction records. describe an organic reaction: reactants, conditions, products, and yield Run at time 3 hour. As a reaction SMILES: [N+:1]([CH:4]1[CH2:8][N:7]([CH2:9][CH3:10])[N:6]([CH2:11][CH3:12])[CH2:5]1)([O-])=O.C(O)C>C1(C)C=CC=CC=1.[Ni]>[NH2:1][CH:4]1[CH2:8][N:7]([CH2:9][CH3:10])[N:6]([CH2:11][CH3:12])[CH2:5]1. Solvent: C1(=CC=CC=C1)C (toluene). Product: NC1CN(N(C1)CC)CC (4-Amino-1,2-diethyl-pyrazolidine). The reagents and catalysts are [Ni] (Raney nickel). Starting materials: [N+](=O)([O-])C1CN(N(C1)CC)CC (4-nitro-1,2-diethyl-pyrazolidine), C(C)O (ethanol). Procedure details: To a solution of approximately 3.0 g (0.016 mole) of 4-nitro-1,2-diethyl-pyrazolidine in 100 ml of toluene was added 60 ml of anhydrous ethanol and 2 g Raney nickel (washed three times with anhydrous ethanol). The mixture was added and hydrogenated for three hours at about 30 psi. The mixture was filtered to give a light yellow solution. The solvents were evaporated at reduced pressure giving the colorless liquid, 1.95 g of the title product, b.p. 113°-115° C./40 mm. The dimaleate salt melted at... Isolated yield 85.1%. Starting materials: CC(C)(C)c1ccc(C(CCCCCc2ccccc2)OC(=O)CCC(=O)O)cc1NC(=O)CC1c2ccccc2Oc2ccccc21, [Na+], [OH-]. The product is O=C(O)CCC(=O)O, CC(C)(C)c1ccc(C([Na])CCCCCc2ccccc2)cc1NC(=O)CC1c2ccccc2Oc2ccccc21. As a reaction SMILES: [C:1]([CH2:2][CH2:3][C:4](=[O:5])[OH:6])(=[O:7])[O:8][CH:9]([CH2:10][CH2:11][CH2:12][CH2:13][CH2:14][c:15]1[cH:16][cH:17][cH:18][cH:19][cH:20]1)[c:21]1[cH:22][c:23]([NH:31][C:32]([CH2:33][CH:34]2[c:35]3[cH:36][cH:37][cH:38][cH:39][c:40]3[O:41][c:42]3[cH:43][cH:44][cH:45][cH:46][c:47]32)=[O:48])[c:24]([C:27]([CH3:28])([CH3:29])[CH3:30])[cH:25][cH:26]1.[Na+:50].[OH-:49]>>[C:1]([CH2:2][CH2:3][C:4](=[O:5])[OH:6])(=[O:7])[OH:8].[CH:9]([CH2:10][CH2:11][CH2:12][CH2:13][CH2:14][c:15]1[cH:16][cH:17][cH:18][cH:19][cH:20]1)([c:21]1[cH:22][c:23]([NH:31][C:32]([CH2:33][CH:34]2[c:35]3[cH:36][cH:37][cH:38][cH:39][c:40]3[O:41][c:42]3[cH:43][cH:44][cH:45][cH:46][c:47]32)=[O:48])[c:24]([C:27]([CH3:28])([CH3:29])[CH3:30])[cH:25][cH:26]1)[Na:50]. Run at time 48 hour. Procedure: In a 100 ml, three-necked flask fitted with a magnetic stirrer, under inert atmosphere, ethyl 4-aminobutanoate hydrochloride a17 (1.75 g, 0.0104 mol) is dissolved in MeOH (30 ml). Sodium acetate (1.28 g, 0.0156 mol), a solution of 1-(1-trityl-1H-imidazol-4-yl)propan-1-one x89 (0.96 g, 2.6 mmol) in a mixture of MeOH (7 ml) and Et2O (20 ml), NaBH3CN (0.15 g, 2.34 mmol) and finally Na2SO4 are added. After stirring for 48 h at room temperature, the mixture is poured on Et2O/H2O. The organic phase is... RXN SMILES: Cl.[NH2:2][CH2:3][CH2:4][CH2:5][C:6]([O:8][CH2:9][CH3:10])=[O:7].C([O-])(=O)C.[Na+].[C:16]([N:35]1[CH:39]=[C:38]([C:40](=O)[CH2:41][CH3:42])[N:37]=[CH:36]1)([C:29]1[CH:34]=[CH:33][CH:32]=[CH:31][CH:30]=1)([C:23]1[CH:28]=[CH:27][CH:26]=[CH:25][CH:24]=1)[C:17]1[CH:22]=[CH:21][CH:20]=[CH:19][CH:18]=1.[BH3-]C#N.[Na+].[O-]S([O-])(=O)=O.[Na+].[Na+]>CO.CCOCC>[C:16]([N:35]1[CH:39]=[C:38]([CH:40]([NH:2][CH2:3][CH2:4][CH2:5][C:6]([O:8][CH2:9][CH3:10])=[O:7])[CH2:41][CH3:42])[N:37]=[CH:36]1)([C:23]1[CH:24]=[CH:25][CH:26]=[CH:27][CH:28]=1)([C:29]1[CH:34]=[CH:33][CH:32]=[CH:31][CH:30]=1)[C:17]1[CH:22]=[CH:21][CH:20]=[CH:19][CH:18]=1 |f:0.1,2.3,5.6,7.8.9|. Starting materials: Cl.NCCCC(=O)OCC (ethyl 4-aminobutanoate hydrochloride), C(C)(=O)[O-].[Na+] (Sodium acetate), C(C1=CC=CC=C1)(C1=CC=CC=C1)(C1=CC=CC=C1)N1C=NC(=C1)C(CC)=O (1-(1-trityl-1H-imidazol-4-yl)propan-1-one), [BH3-]C#N.[Na+] (NaBH3CN), [O-]S(=O)(=O)[O-].[Na+].[Na+] (Na2SO4). Run in CO (MeOH), CCOCC (Et2O), CO (MeOH). The product is C(C1=CC=CC=C1)(C1=CC=CC=C1)(C1=CC=CC=C1)N1C=NC(=C1)C(CC)NCCCC(=O)OCC (ethyl 4-{[1-(1-trityl-1H-imidazol-4-yl)propyl]amino}butanoate).